Dataset: the Open Reaction Database (ORD), a public repository of structured organic reaction records. Task: describe an organic reaction: reactants, conditions, products, and yield Reactants: CCOC(=O)C(C)(C)C(=O)O, CN(C)c1ccccn1, CS(N)(=O)=O, ClCCl. The product is CCOC(=O)C(C)(C)C(=O)NS(C)(=O)=O. RXN SMILES: [CH2:1]([CH3:2])[O:3][C:4]([C:5]([C:6](=[O:7])[OH:8])([CH3:9])[CH3:10])=[O:11].[CH3:12][N:13]([c:14]1[cH:15][cH:16][cH:17][cH:18][n:19]1)[CH3:20].[CH3:21][S:22](=[O:23])(=[O:24])[NH2:25].[Cl:26][CH2:27][Cl:28]>>[CH2:1]([CH3:2])[O:3][C:4]([C:5]([C:6](=[O:7])[NH:25][S:22]([CH3:21])(=[O:23])=[O:24])([CH3:9])[CH3:10])=[O:11]. Reaction SMILES: [NH2:1]/[C:2](/[CH:9]1[CH2:14][N:13]([C:15]([O:17][C:18]([CH3:21])([CH3:20])[CH3:19])=[O:16])[CH2:12][CH2:11][N:10]1[C:22]([O:24][C:25]([CH3:28])([CH3:27])[CH3:26])=[O:23])=[CH:3]\[C:4]([O:6][CH2:7][CH3:8])=[O:5].[CH3:29][C:30](=O)[C:31]#[CH:32]>C(O)C>[CH2:7]([O:6][C:4]([C:3]1[C:2]([CH:9]2[CH2:14][N:13]([C:15]([O:17][C:18]([CH3:19])([CH3:20])[CH3:21])=[O:16])[CH2:12][CH2:11][N:10]2[C:22]([O:24][C:25]([CH3:27])([CH3:26])[CH3:28])=[O:23])=[N:1][C:31]([CH3:32])=[CH:30][CH:29]=1)=[O:5])[CH3:8]. Reported procedure: To a solution of bis(1,1-dimethylethyl) 2-[(1Z)-1-amino-3-(ethyloxy)-3-oxo-1-propen-1-yl]-1,4-piperazinedicarboxylate (may be prepared as described in Intermediate 4; 7.4 g) in ethanol (300 mL), was added 3-butyn-2-one (3.15 g) and the reaction was heated to reflux for 20 hours. The reaction mixture was evaporated and then partitioned between 2× EtOAc and water. The combined organic phases were washed with brine, dried through a hydrophobic frit, and then evaporated to a brown oil (8.54 g), whic... The reactants are N\C(=C/C(=O)OCC)\C1N(CCN(C1)C(=O)OC(C)(C)C)C(=O)OC(C)(C)C (bis(1,1-dimethylethyl) 2-[(1Z)-1-amino-3-(ethyloxy)-3-oxo-1-propen-1-yl]-1,4-piperazinedicarboxylate), N\C(=C/C(=O)OCC)\C1N(CCN(C1)C(=O)OC(C)(C)C)C(=O)OC(C)(C)C (bis(1,1-dimethylethyl) 2-[(1Z)-1-amino-3-(ethyloxy)-3-oxo-1-propen-1-yl]-1,4-piperazinedicarboxylate), CC(C#C)=O (3-butyn-2-one). Solvent: C(C)O (ethanol). The yield is 59.6%. Product: C(C)OC(=O)C=1C(=NC(=CC1)C)C1N(CCN(C1)C(=O)OC(C)(C)C)C(=O)OC(C)(C)C (Bis(1,1-Dimethylethyl) 2-{3-[(ethyloxy)carbonyl]-6-methyl-2-pyridinyl}-1,4-piperazinedicarboxylate). As a reaction SMILES: [CH:1]([N:4]([C:12](=[O:19])[CH:13](C)[C:14]([CH2:16]Br)=O)[C:5]1[CH:10]=[CH:9][C:8]([Cl:11])=[CH:7][CH:6]=1)([CH3:3])[CH3:2].[NH2:20][C:21]([NH2:23])=[S:22].[CH2:24](O)C>>[NH2:20][C:21]1[S:22][CH2:24][C:16](=[CH:14][CH2:13][C:12](=[O:19])[N:4]([C:5]2[CH:6]=[CH:7][C:8]([Cl:11])=[CH:9][CH:10]=2)[CH:1]([CH3:2])[CH3:3])[N:23]=1. Procedure details: A solution containing 43.3 g (0.13 mole) of N-isopropyl-4'-chloro-4-bromo-2-methylacetoacetanilide, 10.2 g (0.14 mole) of thiourea and 300 ml of ethanol was refluxed for two hours. A portion of the ethanol was evaporated and water was added. The reaction solution was made basic with ammonium hydroxide. After drying, the white solid weighed 33 g (78%), M.P. 145°-47°. N.M.R. (dimethyl-d6 sulfoxide, CDCl3) ∂0.9-1.3 (CH3, 9 protons), 3.1-3.4 (CH), 4.6-5.1 (CH, isopropyl), 5.9 (hetero-aromatic), 6.5 ... Starting materials: C(C)(C)N(C1=CC=C(C=C1)Cl)C(C(C(=O)CBr)C)=O (N-isopropyl-4'-chloro-4-bromo-2-methylacetoacetanilide), NC(=S)N (thiourea), C(C)O (ethanol). Yields the product NC=1SCC(N1)=CCC(N(C(C)C)C1=CC=C(C=C1)Cl)=O (2-amino-4-[N-4-chlorophenyl-N-isopropyl (carbamoylethylidene)] thiazole). The reactants are N1(CCNCC1)C(=O)OCC (Ethyl 1-piperazinecarboxylate), CS(=O)(=O)OCCCCCCCCCC (1-decanol methanesulfonate), C(CCCCCCCCC)O (1-decanol), CS(=O)(=O)Cl (methane sulfonyl chloride), C(=O)([O-])[O-].[K+].[K+] (K2CO3). Run in CCO (EtOH). Product: C(CCCCCCCCC)N1CCN(CC1)C(=O)OCC (ethyl 4-decyl-1-piperazinecarboxylate). The yield is 63.9%. As a reaction SMILES: [N:1]1([C:7]([O:9][CH2:10][CH3:11])=[O:8])[CH2:6][CH2:5][NH:4][CH2:3][CH2:2]1.CS(O[CH2:17][CH2:18][CH2:19][CH2:20][CH2:21][CH2:22][CH2:23][CH2:24][CH2:25][CH3:26])(=O)=O.C(O)CCCCCCCCC.CS(Cl)(=O)=O.C([O-])([O-])=O.[K+].[K+]>CCO>[CH2:17]([N:4]1[CH2:5][CH2:6][N:1]([C:7]([O:9][CH2:10][CH3:11])=[O:8])[CH2:2][CH2:3]1)[CH2:18][CH2:19][CH2:20][CH2:21][CH2:22][CH2:23][CH2:24][CH2:25][CH3:26] |f:4.5.6|. Procedure details: Ethyl 1-piperazinecarboxylate (77.3 g, 0.28 mole), 1-decanol methanesulfonate (77.3 g, 0.28 mole) from the condensation of 1-decanol with methane sulfonyl chloride, K2CO3 (39.0 g, 0.28 mole), and 500 mL of EtOH were combined and refluxed for 2 days under N2. After cooling to room temperature, the reaction was partitioned between water and Et2O. The organic layer was separated, washed 3 times with water, dried over Na2SO4 and stripped of all solvent under reduced pressure to yield the crude produ... Reactants: CCCc1nc2cnc3ccccc3c2n1CCCON1C(=O)c2ccccc2C1=O, ClC(Cl)Cl, O=C(OO)c1cccc(Cl)c1. Product: CCCc1nc2c[n+]([O-])c3ccccc3c2n1CCCON1C(=O)c2ccccc2C1=O. Reaction SMILES: [CH2:12]([CH2:13][CH3:14])[c:15]1[n:16]([CH2:28][CH2:29][CH2:30][O:31][N:32]2[C:33](=[O:42])[c:34]3[cH:35][cH:36][cH:37][cH:38][c:39]3[C:40]2=[O:41])[c:17]2[c:18]([cH:19][n:20][c:21]3[cH:22][cH:23][cH:24][cH:25][c:26]23)[n:27]1.[CH:43]([Cl:44])([Cl:45])[Cl:46].[OH:1][O:2][C:3]([c:4]1[cH:5][c:6]([Cl:7])[cH:8][cH:9][cH:10]1)=[O:11]>>[O-:1][n+:20]1[cH:19][c:18]2[c:17]([n:16]([CH2:28][CH2:29][CH2:30][O:31][N:32]3[C:33](=[O:42])[c:34]4[cH:35][cH:36][cH:37][cH:38][c:39]4[C:40]3=[O:41])[c:15]([CH2:12][CH2:13][CH3:14])[n:27]2)[c:26]2[c:21]1[cH:22][cH:23][cH:24][cH:25]2. Starting materials: BrCCNC(OC(C)(C)C)=O (tert-butyl 2-bromoethylcarbamate), ClC=1C=C(CC2C(CCC=3C=CC(=CC23)O)N2CCCC2)C=CC1Cl (8-(3,4-Dichlorobenzyl)-7-(pyrrolidin-1-yl)-5,6,7,8-tetrahydronaphthalen-2-ol), [H-].[Na+] (NaH), paraffin, O (Water). Solvent: CC(=O)N(C)C (DMA), CCCCCC (n-hexane), CC(=O)N(C)C (DMA). Reaction conditions: time 48 hour. Yields the product ClC=1C=C(CC2C(CCC=3C=CC(=CC23)OCCNC(OC(C)(C)C)=O)N2CCCC2)C=CC1Cl (tert-Butyl 2-(8-(3,4-dichlorobenzyl)-7-(pyrrolidin-1-yl)-5,6,7,8-tetrahydronaphthalen-2-yloxy)ethylcarbamate). The yield is 96.5%. As a reaction SMILES: [H-].[Na+].[Cl:3][C:4]1[CH:5]=[C:6]([CH:24]=[CH:25][C:26]=1[Cl:27])[CH2:7][CH:8]1[C:17]2[CH:16]=[C:15]([OH:18])[CH:14]=[CH:13][C:12]=2[CH2:11][CH2:10][CH:9]1[N:19]1[CH2:23][CH2:22][CH2:21][CH2:20]1.Br[CH2:29][CH2:30][NH:31][C:32](=[O:38])[O:33][C:34]([CH3:37])([CH3:36])[CH3:35].O>CCCCCC.CC(N(C)C)=O>[Cl:3][C:4]1[CH:5]=[C:6]([CH:24]=[CH:25][C:26]=1[Cl:27])[CH2:7][CH:8]1[C:17]2[CH:16]=[C:15]([O:18][CH2:29][CH2:30][NH:31][C:32](=[O:38])[O:33][C:34]([CH3:37])([CH3:36])[CH3:35])[CH:14]=[CH:13][C:12]=2[CH2:11][CH2:10][CH:9]1[N:19]1[CH2:20][CH2:21][CH2:22][CH2:23]1 |f:0.1|. Procedure details: NaH in paraffin (0.278 g, 6.38 mmol, 55% in paraffin) was washed with n-hexane and suspended in DMA (30 ml). 8-(3,4-Dichlorobenzyl)-7-(pyrrolidin-1-yl)-5,6,7,8-tetrahydronaphthalen-2-ol (1.2 g, 3.19 mmol) in DMA (20 ml) was added. After stirring for 1 h at room temperature tert-butyl 2-bromoethylcarbamate (2.14 g, 6.38 mmol) was added in portions and the mixture was stirred for 48 h. Water was added and the aqueous phase was extracted with ethyl acetate. The combined organic layers were washed w...